Dataset: the Open Reaction Database (ORD), a public repository of structured organic reaction records. Task: describe an organic reaction: reactants, conditions, products, and yield The reactants are CC(C)(C)[Si](C)(C)OC(C(=O)OCc1cn(C(c2ccccc2)(c2ccccc2)c2ccccc2)cn1)c1ccc(C#N)cc1, CC[SiH](CC)CC, [Cl-], [Cl-], [Cl-], [Cl-], ClCCl, C[Si](C)(C)OS(=O)(=O)C(F)(F)F, [Ti+4]. The product is CC(C)(C)[Si](C)(C)OC(COCc1cn(C(c2ccccc2)(c2ccccc2)c2ccccc2)cn1)c1ccc(C#N)cc1. RXN SMILES: [C:13]([CH3:14])([CH3:15])([CH3:16])[Si:17]([O:18][CH:19]([C:20](=[O:21])[O:22][CH2:23][c:24]1[n:25][cH:26][n:27]([C:29]([c:30]2[cH:31][cH:32][cH:33][cH:34][cH:35]2)([c:36]2[cH:37][cH:38][cH:39][cH:40][cH:41]2)[c:42]2[cH:43][cH:44][cH:45][cH:46][cH:47]2)[cH:28]1)[c:48]1[cH:49][cH:50][c:51]([C:54]#[N:55])[cH:52][cH:53]1)([CH3:56])[CH3:57].[CH2:58]([SiH:59]([CH2:60][CH3:61])[CH2:62][CH3:63])[CH3:64].[Cl-:68].[Cl-:69].[Cl-:70].[Cl-:71].[Cl:65][CH2:66][Cl:67].[F:1][C:2]([F:3])([F:4])[S:5]([O:6][Si:7]([CH3:8])([CH3:9])[CH3:10])(=[O:11])=[O:12].[Ti+4:72]>>[C:13]([CH3:14])([CH3:15])([CH3:16])[Si:17]([O:18][CH:19]([CH2:20][O:22][CH2:23][c:24]1[n:25][cH:26][n:27]([C:29]([c:30]2[cH:31][cH:32][cH:33][cH:34][cH:35]2)([c:36]2[cH:37][cH:38][cH:39][cH:40][cH:41]2)[c:42]2[cH:43][cH:44][cH:45][cH:46][cH:47]2)[cH:28]1)[c:48]1[cH:49][cH:50][c:51]([C:54]#[N:55])[cH:52][cH:53]1)([CH3:56])[CH3:57]. Reactants: CNC (dimethyl amine), C1(CCCCC1)=O (cyclohexanone). The reagents and catalysts are [Ti](Cl)(Cl)(Cl)Cl (Titanium tetrachloride). Solvent: CCOCC (ether). Conditions: time 8 hour. The product is enamine, CN(C1=CCCCC1)C (1-Dimethylaminocyclohex-1-ene). Yield: 86.0%. As a reaction SMILES: [CH3:1][NH:2][CH3:3].[C:4]1(=O)[CH2:9][CH2:8][CH2:7][CH2:6][CH2:5]1>[Ti](Cl)(Cl)(Cl)Cl.CCOCC>[CH3:1][N:2]([CH3:3])[C:4]1[CH2:9][CH2:8][CH2:7][CH2:6][CH:5]=1. Procedure: Titanium tetrachloride (237 g., 1.25 mole) is added in small portions over 4 hrs. to a solution of dimethyl amine (307 g., 6.82 mole) and cyclohexanone (223 g., 2.27 mole) in 600 ml. ether. Temperature is maintained below 5° during the addition. The mixture is stirred overnight at room temperature. The precipitate is collected and washed with ether. The ether is removed by distillation and the residual oil distilled at reduced pressure. After a small forerun, 243 g. (86% yield) of enamine (title... The reactants are C(C1=CC=CC=C1)=O (benzaldehyde), [N+](=O)([O-])CC (nitroethane). As a reaction SMILES: [CH:1](=[O:8])[C:2]1[CH:7]=[CH:6][CH:5]=[CH:4][CH:3]=1.[N+:9]([CH2:12][CH3:13])([O-:11])=[O:10]>>[N+:9]([CH:12]([CH3:13])[CH:1]([C:2]1[CH:7]=[CH:6][CH:5]=[CH:4][CH:3]=1)[OH:8])([O-:11])=[O:10]. Procedure details: In a preferred embodiment, a method for producing 2-nitro-1-phenyl-1-propanol is provided. This method comprises reacting benzaldehyde with nitroethane in the presence of an amine catalyst. The 2-nitro-1-phenyl-1-propanol produced by this reaction has a (1R*,2S*) stereoisomer and a (1R*,2R*) stereoisomer. The preferred (1R*,2S*) stereoisomer makes up greater than about 50% of the 2-nitro-1-phenyl-1-propanol. Reduction of this nitro-alcohol produces dl-norephedrine in high yield. Reagents/catalysts: amine. Yields the product [N+](=O)([O-])C(C(O)C1=CC=CC=C1)C (2-nitro-1-phenyl-1-propanol). Reactants: C1(CC=CCC1)C(=O)OCC=C (allyl 3-cyclohexene-1-carboxylate), C(CCCCCCC)[NH+](CCCCCCCC)CCCCCCCC.S(=O)(=O)(O)OC (methyl hydrogensulfate trioctylammonium), NCP(O)(O)=O (aminomethylphosphonic acid). The reagents and catalysts are O.O.[O-][W](=O)(=O)[O-].[Na+].[Na+] (sodium tungstate dihydrate). Run in OO (hydrogen peroxide). Conditions: temperature 90 celsius, time 180 minute. The product is O1C2CC(CCC21)C(=O)OCC=C (allyl 3,4-epoxycyclohexane-1-carboxylate). Yield: 8714.1%. As a reaction SMILES: [CH:1]1([C:7]([O:9][CH2:10][CH:11]=[CH2:12])=[O:8])[CH2:6][CH2:5][CH:4]=[CH:3][CH2:2]1.C([NH+](CCCCCCCC)CCCCCCCC)CCCCCCC.S(OC)(O)(=O)=[O:39].NCP(=O)(O)O>O.O.[O-][W]([O-])(=O)=O.[Na+].[Na+].OO>[O:39]1[CH:4]2[CH:3]1[CH2:2][CH:1]([C:7]([O:9][CH2:10][CH:11]=[CH2:12])=[O:8])[CH2:6][CH2:5]2 |f:1.2,4.5.6.7.8|. Procedure: A three neck flask of 500 mL equipped with a reflux condenser, a thermometer, a stirring device, a dropping funnel and an oil bath was charged with 100.0 g of allyl 3-cyclohexene-1-carboxylate, 2.34 g of methyl hydrogensulfate trioctylammonium, 3.96 g of sodium tungstate dihydrate and 0.45 g of aminomethylphosphonic acid. The flask was heated on the oil bath maintained at 90° C., and 80 ml of 30% aqueous hydrogen peroxide was dropwise added thereto through the dropping funnel in 180 minutes to r...